From a dataset of the Open Reaction Database (ORD), a public repository of structured organic reaction records. describe an organic reaction: reactants, conditions, products, and yield Starting materials: CCI, Cc1ccccc1, [H-], [Na+], CC(C)(C)OC(=O)C1CCC(=O)N1, C1CCOC1, O. Yields the product CCN1C(=O)CCC1C(=O)OC(C)(C)C. As a reaction SMILES: [CH2:16]([CH3:17])[I:18].[CH3:25][c:26]1[cH:27][cH:28][cH:29][cH:30][cH:31]1.[H-:14].[Na+:15].[O:1]=[C:2]1[CH2:3][CH2:4][CH:5]([C:7](=[O:8])[O:9][C:10]([CH3:11])([CH3:12])[CH3:13])[NH:6]1.[O:20]1[CH2:21][CH2:22][CH2:23][CH2:24]1.[OH2:19]>>[O:1]=[C:2]1[CH2:3][CH2:4][CH:5]([C:7](=[O:8])[O:9][C:10]([CH3:11])([CH3:12])[CH3:13])[N:6]1[CH2:16][CH3:17]. The reactants are ClC1=C(CCC2=C1SC=1N=C3N(CCCCC3)C(C12)=O)C=O (4-Chloro-1,2,7,8,9,10,11,13-octahydro-13-oxo[1]benzothieno[2′,3′:4,5]pyrimido[1,2-a]azepine-3-carboxaldehyde), C(C)OC(=O)C1CCC=2N(CC1)C(C1=C(N2)SC2=C1CCCC2=O)=O (4,13-Dioxo-1,2,3,4,7,8,9,10,11,13-decahydro-[1]benzothieno[2′,3′: 4,5]pyrimido[1,2-a]azepine-9-carboxylic acid ethyl ester). Conditions: time 8 day. Yields the product C(C)OC(=O)C1CCC=2N(CC1)C(C1=C(N2)SC2=C1CCC(=C2Cl)C=O)=O (4-Chloro-3-formyl-1,2,7,8,9,10,11,13-octahydro-13-oxo-[1]benzothieno[2′,3′: 4,5]pyrimido[1,2-a]azepine-9-carboxylic acid ethyl ester). As a reaction SMILES: [Cl:1][C:2]1[C:7]2[S:8][C:9]3[N:10]=[C:11]4[CH2:17][CH2:16][CH2:15][CH2:14][CH2:13][N:12]4[C:18](=[O:20])[C:19]=3[C:6]=2[CH2:5][CH2:4][C:3]=1[CH:21]=[O:22].[CH2:23]([O:25][C:26](C1CCN2C(=O)C3C4CCCC(=O)C=4SC=3N=C2CC1)=[O:27])[CH3:24]>>[CH2:23]([O:25][C:26]([CH:15]1[CH2:14][CH2:13][N:12]2[C:18](=[O:20])[C:19]3[C:6]4[CH2:5][CH2:4][C:3]([CH:21]=[O:22])=[C:2]([Cl:1])[C:7]=4[S:8][C:9]=3[N:10]=[C:11]2[CH2:17][CH2:16]1)=[O:27])[CH3:24]. Procedure: Compound 21 was synthesized by the method described for 4a using compound 19 as a starting material, with the exception that the reaction mixture was stirred for 8 days.